Dataset: the Open Reaction Database (ORD), a public repository of structured organic reaction records. Task: describe an organic reaction: reactants, conditions, products, and yield Reactants: O=C([O-])O, Cc1ccccc1, O=C(Cl)CCl, CCc1ccc(Nc2c(F)c(F)cc(F)c2F)cc1, [Na+], C1CCOC1. Product: CCc1ccc(N(C(=O)CCl)c2c(F)c(F)cc(F)c2F)cc1. RXN SMILES: [C:30](=[O:31])([OH:32])[O-:33].[CH3:35][c:36]1[cH:37][cH:38][cH:39][cH:40][cH:41]1.[Cl:20][CH2:21][C:22](=[O:23])[Cl:24].[F:1][c:2]1[c:3]([NH:11][c:12]2[cH:13][cH:14][c:15]([CH2:18][CH3:19])[cH:16][cH:17]2)[c:4]([F:10])[c:5]([F:9])[cH:6][c:7]1[F:8].[Na+:34].[O:25]1[CH2:26][CH2:27][CH2:28][CH2:29]1>>[F:1][c:2]1[c:3]([N:11]([c:12]2[cH:13][cH:14][c:15]([CH2:18][CH3:19])[cH:16][cH:17]2)[C:22]([CH2:21][Cl:20])=[O:23])[c:4]([F:10])[c:5]([F:9])[cH:6][c:7]1[F:8]. Reactants: C1(O)=CC(O)=CC=C1 (resorcinol), C(CCCC)Br (n-pentylbromide). Product: C(CCCC)OC=1C=C(C=CC1)O (3-(n-Pentoxy)phenol). Yield: 39.9%. Reaction SMILES: [C:1]1([CH:8]=[CH:7][CH:6]=[C:4]([OH:5])[CH:3]=1)[OH:2].[CH2:9](Br)[CH2:10][CH2:11][CH2:12][CH3:13]>>[CH2:9]([O:2][C:1]1[CH:3]=[C:4]([OH:5])[CH:6]=[CH:7][CH:8]=1)[CH2:10][CH2:11][CH2:12][CH3:13]. Procedure: Prepared according to the method described in Example A above from resorcinol (55 g; 0.5 mol) and n-pentylbromide (83.1 g; 0.55 mol) to yield 36.0 g (40%) of the title compound as an oil (92% purity). bp 128-131° C. (5 mm Hg) MW=180 (GC-MS) Starting materials: BrCC1=C(C=CC=C1)C(C(=O)OC)=COC (methyl α-(2-bromomethylphenyl)-β-methoxyacrylate), C(C1=CC=CC=C1)(=O)Cl (benzoyl chloride), O (Water). Reagents/catalysts: [Zn] (zinc), Cl[Pd]([P](C1=CC=CC=C1)(C2=CC=CC=C2)C3=CC=CC=C3)([P](C4=CC=CC=C4)(C5=CC=CC=C5)C6=CC=CC=C6)Cl (Pd(Ph3P)2Cl2). Solvent: C(OC)COC (dimethoxyethane). Conditions: temperature 50 celsius. The product is C1(=CC=CC=C1)C(=O)CC1=C(C=CC=C1)C(C(=O)OC)=COC (Methyl 2-(phenylcarbonylmethyl)-phenyl-β-methoxyacrylate). The yield is 29.0%. RXN SMILES: Br[CH2:2][C:3]1[CH:8]=[CH:7][CH:6]=[CH:5][C:4]=1[C:9](=[CH:14][O:15][CH3:16])[C:10]([O:12][CH3:13])=[O:11].[C:17](Cl)(=[O:24])[C:18]1[CH:23]=[CH:22][CH:21]=[CH:20][CH:19]=1.O>C(COC)OC.[Zn].Cl[Pd](Cl)([P](C1C=CC=CC=1)(C1C=CC=CC=1)C1C=CC=CC=1)[P](C1C=CC=CC=1)(C1C=CC=CC=1)C1C=CC=CC=1>[C:18]1([C:17]([CH2:2][C:3]2[CH:8]=[CH:7][CH:6]=[CH:5][C:4]=2[C:9](=[CH:14][O:15][CH3:16])[C:10]([O:12][CH3:13])=[O:11])=[O:24])[CH:23]=[CH:22][CH:21]=[CH:20][CH:19]=1 |^1:36,55|. Procedure details: A solution of 5 g (17.5 mmol) of methyl α-(2-bromomethylphenyl)-β-methoxyacrylate and 2.5 g (17.8 mmol) of benzoyl chloride in 50 ml of dimethoxyethane is added dropwise to 2.3 g (0.035 mol) of zinc powder and 600 mg (0.9 mmol) of Pd(Ph3P)2Cl2 under nitrogen and the mixture is then heated at 50° C. for 30 minutes. Water is added, the mixture is extracted with ethyl acetate and the organic phase is dried and evaporated down. The residue is chromatographed over silica gel using hexane/ethyl acetat... Reactants: C(C)(C)OC(C(=O)OCC)CC1=CC(=CC=C1)COC(=O)NC1=CC=C(C=C1)C(F)(F)F (Ethyl 2-isopropoxy-3-{3-[({[4-(trifluoromethyl)anilino]carbonyl}-oxy)methyl]phenyl}propanoate), C(C)O (ethanol), [OH-].[Na+] (sodium hydroxide), Cl (hydrochloric acid). Run in O (water), C(C)(=O)OCC (ethyl acetate), [Cl-].[NH4+] (ammonium chloride). Conditions: time 20 hour. The product is C(C)(C)OC(C(=O)O)CC1=CC(=CC=C1)COC(=O)NC1=CC=C(C=C1)C(F)(F)F (2-Isopropoxy-3-{3-[({[4-(trifluoromethyl)anilino]carbonyl}-oxy)methyl]phenyl}propanoic acid). The yield is 18.6%. Reaction SMILES: [CH:1]([O:4][CH:5]([CH2:11][C:12]1[CH:17]=[CH:16][CH:15]=[C:14]([CH2:18][O:19][C:20]([NH:22][C:23]2[CH:28]=[CH:27][C:26]([C:29]([F:32])([F:31])[F:30])=[CH:25][CH:24]=2)=[O:21])[CH:13]=1)[C:6]([O:8]CC)=[O:7])([CH3:3])[CH3:2].C(O)C.[OH-].[Na+].Cl>O.C(OCC)(=O)C.[Cl-].[NH4+]>[CH:1]([O:4][CH:5]([CH2:11][C:12]1[CH:17]=[CH:16][CH:15]=[C:14]([CH2:18][O:19][C:20]([NH:22][C:23]2[CH:24]=[CH:25][C:26]([C:29]([F:30])([F:31])[F:32])=[CH:27][CH:28]=2)=[O:21])[CH:13]=1)[C:6]([OH:8])=[O:7])([CH3:3])[CH3:2] |f:2.3,7.8|. Reported procedure: To 149 mg of Ethyl 2-isopropoxy-3-{3-[({[4-(trifluoromethyl)anilino]carbonyl}-oxy)methyl]phenyl}propanoate were added 4 ml of ethanol and 1.0 ml of 5N sodium hydroxide aqueous solution, and the mixture was stirred at room temperature for 20 hours. After the reaction solution was diluted with water, pH was adjusted to 5 with 5N hydrochloric acid, and the solution was diluted with ethyl acetate and saturated aqueous ammonium chloride. The organic layer was washed with saturated aqueous ammonium ch... Reactants: N1(CCCC1)[C@H]1CN(CC1)C1=C(C=C(C=C1)N1C(C2=CC=C(C=C2C=C1)O)=O)F (2-((R)-4-[1,3′]Bipyrrolidinyl-1′-yl-3-fluoro-phenyl)-6-hydroxy-2H-isoquinolin-1-one), BrCC1OCCO1 (2-Bromomethyl-[1,3]dioxolane). Yields the product N1(CCCC1)[C@H]1CN(CC1)C1=C(C=C(C=C1)N1C(C2=CC=C(C=C2C=C1)OCC1OCCO1)=O)F (2-((R)-4-[1,3′]Bipyrrolidinyl-1′-yl-3-fluoro-phenyl)-6-([1,3]dioxolan-2-ylmethoxy)-2H-isoquinolin-1-one). Reaction SMILES: [N:1]1([C@@H:6]2[CH2:10][CH2:9][N:8]([C:11]3[CH:16]=[CH:15][C:14]([N:17]4[CH:26]=[CH:25][C:24]5[C:19](=[CH:20][CH:21]=[C:22]([OH:27])[CH:23]=5)[C:18]4=[O:28])=[CH:13][C:12]=3[F:29])[CH2:7]2)[CH2:5][CH2:4][CH2:3][CH2:2]1.Br[CH2:31][CH:32]1[O:36][CH2:35][CH2:34][O:33]1>>[N:1]1([C@@H:6]2[CH2:10][CH2:9][N:8]([C:11]3[CH:16]=[CH:15][C:14]([N:17]4[CH:26]=[CH:25][C:24]5[C:19](=[CH:20][CH:21]=[C:22]([O:27][CH2:31][CH:32]6[O:36][CH2:35][CH2:34][O:33]6)[CH:23]=5)[C:18]4=[O:28])=[CH:13][C:12]=3[F:29])[CH2:7]2)[CH2:2][CH2:3][CH2:4][CH2:5]1. Procedure: 2-((R)-4-[1,3′]Bipyrrolidinyl-1′-yl-3-fluoro-phenyl)-6-hydroxy-2H-isoquinolin-1-one was reacted with 2-Bromomethyl-[1,3]dioxolane by method K. The product with the molecular weight of 479.56 (C27H30FN3O4) was obtained in this way; MS (ESI): 480 (M+H+). The reactants are CCOC(=O)C(Cc1cccc(OC(F)(F)C(F)F)c1)C(O)c1ccc(S(C)(=O)=O)cc1, CCO, Cl, [Na+], [OH-]. Yields the product CS(=O)(=O)c1ccc(C(O)C(Cc2cccc(OC(F)(F)C(F)F)c2)C(=O)O)cc1. RXN SMILES: [CH3:1][S:2](=[O:3])(=[O:4])[c:5]1[cH:6][cH:7][c:8]([CH:11]([CH:12]([C:13](=[O:14])[O:15][CH2:16][CH3:17])[CH2:18][c:19]2[cH:20][c:21]([O:25][C:26]([CH:27]([F:28])[F:29])([F:30])[F:31])[cH:22][cH:23][cH:24]2)[OH:32])[cH:9][cH:10]1.[CH3:36][CH2:37][OH:38].[ClH:35].[Na+:34].[OH-:33]>>[CH3:1][S:2](=[O:3])(=[O:4])[c:5]1[cH:6][cH:7][c:8]([CH:11]([CH:12]([C:13](=[O:14])[OH:15])[CH2:18][c:19]2[cH:20][c:21]([O:25][C:26]([CH:27]([F:28])[F:29])([F:30])[F:31])[cH:22][cH:23][cH:24]2)[OH:32])[cH:9][cH:10]1.